From a dataset of the Open Reaction Database (ORD), a public repository of structured organic reaction records. describe an organic reaction: reactants, conditions, products, and yield Reaction conditions: time 2 day. Yield: 84.3%. Product: NC1=C2C(C(=CN(C2=C(C(=C1F)F)F)C1=C(C=C(C(=C1)NC=O)F)F)C(=O)OCC)=O (Ethyl 5-amino-6,7,8-trifluoro-1-(2,4-difluoro-5-formylaminophenyl)-1,4-dihydro-4-oxoquinoline-3-carboxylate). The reagents and catalysts are [Pd] (palladium on carbon). Reported procedure: To 20 ml of ethanol and 10 ml of acetic acid were added 600 mg of ethyl 5-benzylamino-6,7,8-trifluoro-1-(2,4-difluoro-5-formylaminophenyl)-1,4-dihydro-4-oxoquinoline-3-carboxylate and 100 mg of 10% palladium on carbon. Under a hydrogen atmosphere, the solution was stirred at room temperature for 2 days. The catalyst was removed by a membrane filter and the filtrate was concentrated in vacua. Diethyl ether was added to the residue whereupon the solid was collected by filtration and washed with di... As a reaction SMILES: C(O)C.C([NH:11][C:12]1[C:21]([F:22])=[C:20]([F:23])[C:19]([F:24])=[C:18]2[C:13]=1[C:14](=[O:41])[C:15]([C:36]([O:38][CH2:39][CH3:40])=[O:37])=[CH:16][N:17]2[C:25]1[CH:30]=[C:29]([NH:31][CH:32]=[O:33])[C:28]([F:34])=[CH:27][C:26]=1[F:35])C1C=CC=CC=1>[Pd].C(O)(=O)C>[NH2:11][C:12]1[C:21]([F:22])=[C:20]([F:23])[C:19]([F:24])=[C:18]2[C:13]=1[C:14](=[O:41])[C:15]([C:36]([O:38][CH2:39][CH3:40])=[O:37])=[CH:16][N:17]2[C:25]1[CH:30]=[C:29]([NH:31][CH:32]=[O:33])[C:28]([F:34])=[CH:27][C:26]=1[F:35]. Reactants: C(C)O (ethanol), C(C1=CC=CC=C1)NC1=C2C(C(=CN(C2=C(C(=C1F)F)F)C1=C(C=C(C(=C1)NC=O)F)F)C(=O)OCC)=O (ethyl 5-benzylamino-6,7,8-trifluoro-1-(2,4-difluoro-5-formylaminophenyl)-1,4-dihydro-4-oxoquinoline-3-carboxylate). Solvent: C(C)(=O)O (acetic acid). Starting materials: alcohols, O (water), P(=O)(O)OP(=O)O.O1C=C1 (epoxy ethene diphosphonate), O (water), O (water), O (water), O1CCOCC1 (dioxane). Run in CC(=O)C (acetone). The product is P(=O)(O)OP(=O)O.O1CC1 (EPOXY ETHANE DIPHOSPHONATE). As a reaction SMILES: [PH:1]([O:4][PH:5]([OH:7])=[O:6])([OH:3])=[O:2].[O:8]1[CH:10]=[CH:9]1.O.O1CCOCC1>CC(C)=O>[PH:1]([O:4][PH:5]([OH:7])=[O:6])([OH:3])=[O:2].[O:8]1[CH2:10][CH2:9]1 |f:0.1,5.6|. Reported procedure: The hydrolysis of epoxy ethane diphosphonate to produce the dihydroxy ethane diphosphonate proceeds according to the following general reaction: ##EQU6## wherein R3 is the same as defined above. The aforementioned reaction may be carried out by mixing the epoxy ethene diphosphonate in a sufficient volume of water, i.e., at least stoichiometric quantities, preferably a molar ratio of water to EEDP of 1:1 to 20:1, and heating the resultant mass until substantially complete hydrolysis occurs. The u... Starting materials: BrC=1C(=NC=NC1Cl)N (5-bromo-6-chloropyrimidin-4-amine), Cl.Cl.NC1(CNCC1)CNC(C1=C(C=C(C=C1)F)F)=O (N-[(3-aminopyrrolidin-3-yl)-methyl]-2,4-difluorobenzamide dihydrochloride), C([O-])([O-])=O.[K+].[K+] (potassium carbonate). Solvent: CS(=O)C (DMSO). Reaction conditions: temperature 60 celsius, time 8 hour. Yields the product NC1(CN(CC1)C1=NC=NC(=C1Br)N)CNC(C1=C(C=C(C=C1)F)F)=O (N-[3-Amino-1-(6-amino-5-bromo-pyrimidin-4-yl)-pyrrolidin-3-ylmethyl]-2,4-difluoro-benzamide). Yield: 76.0%. Reaction SMILES: [Br:1][C:2]1[C:3]([NH2:9])=[N:4][CH:5]=[N:6][C:7]=1Cl.Cl.Cl.[NH2:12][C:13]1([CH2:18][NH:19][C:20](=[O:29])[C:21]2[CH:26]=[CH:25][C:24]([F:27])=[CH:23][C:22]=2[F:28])[CH2:17][CH2:16][NH:15][CH2:14]1.C(=O)([O-])[O-].[K+].[K+]>CS(C)=O>[NH2:12][C:13]1([CH2:18][NH:19][C:20](=[O:29])[C:21]2[CH:26]=[CH:25][C:24]([F:27])=[CH:23][C:22]=2[F:28])[CH2:17][CH2:16][N:15]([C:7]2[C:2]([Br:1])=[C:3]([NH2:9])[N:4]=[CH:5][N:6]=2)[CH2:14]1 |f:1.2.3,4.5.6|. Reported procedure: A mixture of 5-bromo-6-chloropyrimidin-4-amine (272.7 mg; 1.24 mmol; 1.02 eq.), N-[(3-aminopyrrolidin-3-yl)-methyl]-2,4-difluorobenzamide dihydrochloride (400.0 mg; 1.22 mmol; 1.0 eq.), potassium carbonate (336.8 mg; 2.44 mmol; 2.0 eq.) in DMSO (5.00 ml) was stirred at 60° C. overnight. The reaction mixture was workup and the crude was purified by reverse phase pre-HPLC (Waters, basic condition) to afford the title compound in 76% yield. LC-MS: (M+1=427, obsd.=427). Reactants: CC#N, Cc1nc(C)c(Cl)c(NCc2nccc(SCCCCl)c2C)n1, [I-], [K+], [K+], O=C1OC(CN2CCNCC2)CN1Cc1ccncc1, [Na+], O=C([O-])[O-], O. Yields the product Cc1nc(C)c(Cl)c(NCc2nccc(SCCCN3CCN(CC4CN(Cc5ccncc5)C(=O)O4)CC3)c2C)n1. As a reaction SMILES: [C:52](#[N:53])[CH3:54].[Cl:1][c:2]1[c:3]([NH:10][CH2:11][c:12]2[n:13][cH:14][cH:15][c:16]([S:19][CH2:20][CH2:21][CH2:22][Cl:23])[c:17]2[CH3:18])[n:4][c:5]([CH3:9])[n:6][c:7]1[CH3:8].[I-:51].[K+:44].[K+:45].[N:24]1([CH2:30][CH:31]2[CH2:32][N:33]([CH2:37][c:38]3[cH:39][cH:40][n:41][cH:42][cH:43]3)[C:34](=[O:36])[O:35]2)[CH2:25][CH2:26][NH:27][CH2:28][CH2:29]1.[Na+:50].[O-:46][C:47]([O-:48])=[O:49].[OH2:55]>>[Cl:1][c:2]1[c:3]([NH:10][CH2:11][c:12]2[n:13][cH:14][cH:15][c:16]([S:19][CH2:20][CH2:21][CH2:22][N:27]3[CH2:26][CH2:25][N:24]([CH2:30][CH:31]4[CH2:32][N:33]([CH2:37][c:38]5[cH:39][cH:40][n:41][cH:42][cH:43]5)[C:34](=[O:36])[O:35]4)[CH2:29][CH2:28]3)[c:17]2[CH3:18])[n:4][c:5]([CH3:9])[n:6][c:7]1[CH3:8]. Starting materials: CC(=O)[O-], CC(=O)[O-], CCCCOc1cc(C=C(C)C(=O)OCC)ccc1I, CCCCCNC(=O)N(C)c1cccc(B(O)O)c1, CN(C)C=O, c1ccc(-c2ccccc2P(C2CCCCC2)C2CCCCC2)cc1, [Cl-], [K+], [K+], [K+], [NH4+], O=P([O-])([O-])[O-], [Pd+2]. Product: CCCCCNC(=O)N(C)c1cccc(-c2ccc(C=C(C)C(=O)OCC)cc2OCCCC)c1. RXN SMILES: [C:80]([O-:81])(=[O:82])[CH3:83].[C:85]([O-:86])(=[O:87])[CH3:88].[CH2:26]([CH2:27][CH2:28][CH3:29])[O:30][c:31]1[cH:32][c:33]([CH:38]=[C:39]([C:40](=[O:41])[O:42][CH2:43][CH3:44])[CH3:45])[cH:34][cH:35][c:36]1[I:37].[CH3:46][N:47]([C:48](=[O:49])[NH:50][CH2:51][CH2:52][CH2:53][CH2:54][CH3:55])[c:56]1[cH:57][c:58]([B:62]([OH:63])[OH:64])[cH:59][cH:60][cH:61]1.[CH3:73][N:74]([CH3:75])[CH:76]=[O:77].[CH:1]1([P:2]([CH:3]2[CH2:4][CH2:5][CH2:6][CH2:7][CH2:8]2)[c:9]2[cH:10][cH:11][cH:12][cH:13][c:14]2-[c:15]2[cH:16][cH:17][cH:18][cH:19][cH:20]2)[CH2:21][CH2:22][CH2:23][CH2:24][CH2:25]1.[Cl-:78].[K+:70].[K+:71].[K+:72].[NH4+:79].[P:65]([O-:66])([O-:67])([O-:68])=[O:69].[Pd+2:84]>>[CH2:26]([CH2:27][CH2:28][CH3:29])[O:30][c:31]1[cH:32][c:33]([CH:38]=[C:39]([C:40](=[O:41])[O:42][CH2:43][CH3:44])[CH3:45])[cH:34][cH:35][c:36]1-[c:58]1[cH:57][c:56]([N:47]([CH3:46])[C:48](=[O:49])[NH:50][CH2:51][CH2:52][CH2:53][CH2:54][CH3:55])[cH:61][cH:60][cH:59]1. The reactants are C(=O)=O (CO2), C1=CC=C2C=CC=C3C(=O)C4=CC=CC=C4C1=C23 (benzanthrone), CrO3, C(=O)=O (CO2), O (H2O). Solvent: CO (CH3OH), CC(=O)O (HOAc). Product: O=C1C2=CC=CC=C2C(C=2C=CC=C(C12)C(=O)O)=O (9,10-dihydro-9,10-dioxo-1-anthracenecarboxylic acid). The yield is 46.0%. Reaction SMILES: C1[C:17]2=[C:18]3[C:8]([C:9]([C:11]4[C:16]2=[CH:15][CH:14]=[CH:13][CH:12]=4)=[O:10])=[CH:7][CH:6]=[CH:5][C:4]3=CC=1.[C:19](=[O:21])=[O:20].[OH2:22]>CC(O)=O.CO>[O:10]=[C:9]1[C:8]2[C:7]([C:19]([OH:21])=[O:20])=[CH:6][CH:5]=[CH:4][C:18]=2[C:17](=[O:22])[C:16]2[C:11]1=[CH:12][CH:13]=[CH:14][CH:15]=2. Procedure details: The purified benzanthrone (63.7 g, 0.277 mol) was dissolved in 1500 mL of glacial HOAc at 90° and stirred with a mechanical stirrer. After cooling to 80° solid CrO3 (Mallinckrodt, Co., 2nd and Mallinckrodt St., St. Louis, MO, 63147, 200 g, 2 mol) was added in ~5 g portions over about 4 h. The exothermic reaction maintained the mixture at ~80° during this time and CO2 was evolved. After CO2 evolution ceased and the reaction temperature fell, the heating mantle was reapplied and the reaction stirr...